describe an organic reaction: reactants, conditions, products, and yield From a dataset of the Open Reaction Database (ORD), a public repository of structured organic reaction records. The reactants are Intermediate ( A1 ), hydroxy, CC1(OC2=C(O1)C=CC(=C2)OCCCCOC2=C(C=C(C=C2Cl)OCC2=CC=CC=C2)Cl)C (2-[4-(2,2-dimethylbenzo[d]1,3-dioxolan-5-oxy)butoxy]-1,3-dichloro-5-(phenylmethoxy)benzene), CC1(OC2=C(O1)C=CC(=C2)OCCCCOC2=C(C=C(C=C2Cl)OCC2=CC=CC=C2)Cl)C (2-[4-(2,2-dimethylbenzo[d]1,3-dioxolan-5-oxy)butoxy]-1,3-dichloro-5-(phenylmethoxy)benzene), [H][H] (hydrogen). The product is CC1(OC2=C(O1)C=CC(=C2)OCCCCOC2=C(C=C(C=C2Cl)O)Cl)C (4-[4-(2,2-dimethylbenzo[d]1,3-dioxolan-5-yloxy)butoxy]-3,5-dichlorophenol). Reaction SMILES: [CH3:1][C:2]1([CH3:33])[O:6][C:5]2[CH:7]=[CH:8][C:9]([O:11][CH2:12][CH2:13][CH2:14][CH2:15][O:16][C:17]3[C:22]([Cl:23])=[CH:21][C:20]([O:24]CC4C=CC=CC=4)=[CH:19][C:18]=3[Cl:32])=[CH:10][C:4]=2[O:3]1.[H][H]>>[CH3:1][C:2]1([CH3:33])[O:6][C:5]2[CH:7]=[CH:8][C:9]([O:11][CH2:12][CH2:13][CH2:14][CH2:15][O:16][C:17]3[C:18]([Cl:32])=[CH:19][C:20]([OH:24])=[CH:21][C:22]=3[Cl:23])=[CH:10][C:4]=2[O:3]1. Procedure details: As depicted in scheme 1, for example the known compound 2,6-dichloro-4-phenylmethoxyphenol (A) was reacted with a haloalkane of suitable chain length, such as 1-bromo-4-chlorobutane, under basic conditions, affording the corresponding 4-chlorobutoxy derivative (A1). Intermediate (A1) was in turn was reacted under basic conditions with the known hydroxy compound 2,2-dimethylbenzo[d]1,3-dioxolan-4-ol yielding the corresponding coupled compound 2-[4-(2,2-dimethylbenzo[d]1,3-dioxolan-5-oxy)butoxy]-1...